This data is from the Open Reaction Database (ORD), a public repository of structured organic reaction records. The task is: describe an organic reaction: reactants, conditions, products, and yield Reactants: C(C)(C)(C)C1=CC=C(C=C1)S(=O)(=O)NC1=C(C=C(C=C1)Cl)C(C1=CC=NC=C1)=O (4-tert-butyl-N-(4-chloro-2-isonicotinoylphenyl)benzenesulfonamide), ClC1=CC(=CC=C1)C(=O)OO (m-chloroperbenzoic acid), S(=O)([O-])S(=O)[O-].[Na+].[Na+] (sodium dithionite). The solvent is ClCCl (dichloromethane). Run at time 30 minute. The product is C(C)(C)(C)C1=CC=C(C=C1)S(=O)(=O)NC1=C(C=C(C=C1)Cl)C(C1=CC=[N+](C=C1)[O-])=O (4-tert-butyl-N-[4-chloro-2-(1-oxidoisonicotinoyl)phenyl]benzenesulfonamide). Isolated yield 91.4%. Reaction SMILES: [C:1]([C:5]1[CH:10]=[CH:9][C:8]([S:11]([NH:14][C:15]2[CH:20]=[CH:19][C:18]([Cl:21])=[CH:17][C:16]=2[C:22](=[O:29])[C:23]2[CH:28]=[CH:27][N:26]=[CH:25][CH:24]=2)(=[O:13])=[O:12])=[CH:7][CH:6]=1)([CH3:4])([CH3:3])[CH3:2].ClC1C=CC=C(C(OO)=[O:38])C=1.S(S([O-])=O)([O-])=O.[Na+].[Na+]>ClCCl>[C:1]([C:5]1[CH:10]=[CH:9][C:8]([S:11]([NH:14][C:15]2[CH:20]=[CH:19][C:18]([Cl:21])=[CH:17][C:16]=2[C:22](=[O:29])[C:23]2[CH:24]=[CH:25][N+:26]([O-:38])=[CH:27][CH:28]=2)(=[O:13])=[O:12])=[CH:7][CH:6]=1)([CH3:4])([CH3:2])[CH3:3] |f:2.3.4|. Reported procedure: To a solution of 4-tert-butyl-N-(4-chloro-2-isonicotinoylphenyl)benzenesulfonamide (191 g) in dichloromethane (3000 mL) was added m-chloroperbenzoic acid (65%, 146 g) at 0° C., and the mixture was stirred for 30 min. The mixture was warmed to room temperature and stirred for 16 hr. The mixture was cooled to 0° C., 10% aqueous sodium dithionite solution (630 mL) was added, and the mixture was stirred for 30 min and extracted with chloroform. The organic layer was washed with saturated aqueous sod... The reactants are BrC=1C=C(C(=O)O)C=C(C1)I (3-bromo-5-iodobenzoic acid), CO (methanol), Cl (HCl). Solvent: C(C)OCC (diethyl ether). Reaction conditions: temperature 40 celsius. Yields the product BrC=1C=C(C(=O)OC)C=C(C1)I (methyl 3-bromo-5-iodobenzoate). Yield: 94.0%. RXN SMILES: [Br:1][C:2]1[CH:3]=[C:4]([CH:8]=[C:9]([I:11])[CH:10]=1)[C:5]([OH:7])=[O:6].Cl.[CH3:13]O>C(OCC)C>[Br:1][C:2]1[CH:3]=[C:4]([CH:8]=[C:9]([I:11])[CH:10]=1)[C:5]([O:7][CH3:13])=[O:6]. Procedure details: A mixture of 3-bromo-5-iodobenzoic acid (9.0 g) in methanol (40 mL) was treated with 1M HCl in diethyl ether (27.5 mL). The reaction was heated overnight at 40° C. The solvent was then removed in vacuo, and the residue dissolved in ethyl acetate. The organic solution was washed with saturated sodium bicarbonate, dried over anhydrous sodium sulfate, filtered and concentrated to afford 8.8 g (94%) of methyl 3-bromo-5-iodobenzoate. The reactants are C1(=CC=CC=C1)CCCCCCCCBr (8-phenyloctyl bromide), [Mg] (magnesium), COC1=C(C=CC=C1)C=1OCC(N1)(C)C (2-(2-methoxyphenyl)-4,4-dimethyloxazoline). Solvent: O1CCCC1 (tetrahydrofuran), O1CCCC1 (tetrahydrofuran). Reaction conditions: time 24 hour. The product is C1(=CC=CC=C1)CCCCCCCCC1=C(C=CC=C1)C=1OCC(N1)(C)C (2-[2-(8-phenyloctyl)phenyl]-4,4-dimethyloxazoline). RXN SMILES: [C:1]1([CH2:7][CH2:8][CH2:9][CH2:10][CH2:11][CH2:12][CH2:13][CH2:14]Br)[CH:6]=[CH:5][CH:4]=[CH:3][CH:2]=1.[Mg].CO[C:19]1[CH:24]=[CH:23][CH:22]=[CH:21][C:20]=1[C:25]1[O:26][CH2:27][C:28]([CH3:31])([CH3:30])[N:29]=1>O1CCCC1>[C:1]1([CH2:7][CH2:8][CH2:9][CH2:10][CH2:11][CH2:12][CH2:13][CH2:14][C:19]2[CH:24]=[CH:23][CH:22]=[CH:21][C:20]=2[C:25]2[O:26][CH2:27][C:28]([CH3:31])([CH3:30])[N:29]=2)[CH:6]=[CH:5][CH:4]=[CH:3][CH:2]=1. Procedure details: 8-Phenyloctyl bromide was prepared from 8-phenyloctanol, carbon tetrabromide and triphenylphosphine in methylene chloride. A solution of 8-phenyloctanoic acid (19.8 mmol) in sieve dried tetrahydrofuran (5 ml) was reduced with diborane in tetrahydrofuran (30 ml, 29.1 mmol) at 20° C. for 4 hours to give 8-phenyloctanol. To an ice cold solution of the octanol (ca. 19.8 mmol) and carbon tetrabromide (21.98 mmol) in methylene chloride (50 ml) was added triphenylphosphine (22.30 mmol) in methylene chl...